describe an organic reaction: reactants, conditions, products, and yield From a dataset of the Open Reaction Database (ORD), a public repository of structured organic reaction records. Reactants: ClC1=C2C(=NC(=C1)C)C=NN2 (7-chloro-5-methyl-1H-pyrazolo(4,3-b)pyridine), CN(CCCN)C (3-dimethylaminopropylamine). Product: CN(CCCNC1=C2C(=NC(=C1)C)C=NN2)C (7-[3-Dimethylaminopropylamino]-5-methyl-1H-pyrazolo[4,3-b]pyridine), hydrochloride salt. RXN SMILES: Cl[C:2]1[CH:7]=[C:6]([CH3:8])[N:5]=[C:4]2[CH:9]=[N:10][NH:11][C:3]=12.[CH3:12][N:13]([CH3:18])[CH2:14][CH2:15][CH2:16][NH2:17]>>[CH3:12][N:13]([CH3:18])[CH2:14][CH2:15][CH2:16][NH:17][C:2]1[CH:7]=[C:6]([CH3:8])[N:5]=[C:4]2[CH:9]=[N:10][NH:11][C:3]=12. Reported procedure: The title compound was prepared from 7-chloro-5-methyl-1H-pyrazolo[4,3-b]pyridine (D4) and 3-dimethylaminopropylamine by the method given in Example 2. On neutralization of the thus formed hydrochloride salt a clear solution was produced. After freeze drying, purification was carried out on Dowex 50W as described in Example 4, followed by crystallization from ethyl acetate to give the title compound as a white crystalline solid, m.p. 112°-117°. Reactants: C(C)OC(=O)N1[C@H]([C@H](CC1)CCO)C(=O)OCC (cis 1-ethoxycarbonyl-2-ethoxycarbonylpyrrolidine-3-ethanol), [Cr](=O)(=O)([O-])Cl.[NH+]1=CC=CC=C1 (pyridinium chlorochromate). Run in C(Cl)Cl (methylene chloride). The product is C(C)OC(=O)N1[C@H]([C@H](CC1)CC=O)C(=O)OCC (cis 1-ethoxycarbonyl-2-ethoxycarbonylpyrrolidine-3-acetaldehyde). Reaction SMILES: [CH2:1]([O:3][C:4]([N:6]1[CH2:10][CH2:9][C@H:8]([CH2:11][CH2:12][OH:13])[C@@H:7]1[C:14]([O:16][CH2:17][CH3:18])=[O:15])=[O:5])[CH3:2].[Cr](Cl)([O-])(=O)=O.[NH+]1C=CC=CC=1>C(Cl)Cl>[CH2:1]([O:3][C:4]([N:6]1[CH2:10][CH2:9][C@H:8]([CH2:11][CH:12]=[O:13])[C@@H:7]1[C:14]([O:16][CH2:17][CH3:18])=[O:15])=[O:5])[CH3:2] |f:1.2|. Reported procedure: A solution of 0.908 g of cis 1-ethoxycarbonyl-2-ethoxycarbonylpyrrolidine-3-ethanol and 1.14 g pyridinium chlorochromate in 20 ml of methylene chloride is stirred under nitrogen for 4 hours. Mixture is filtered and purified by flash chromatography using ethyl acetate/hexane (1:1) to yield cis 1-ethoxycarbonyl-2-ethoxycarbonylpyrrolidine-3-acetaldehyde. The reactants are O (water), C1(=CC=CC2=CC=CC=C12)OC1=CC=C(C=C1)[N+](=O)[O-] (4-(α-naphthoxy)-nitrobenzene). The reagents and catalysts are [Fe] (iron). Solvent: C(C)(=O)O (acetic acid). The product is C1(=CC=CC2=CC=CC=C12)OC1=CC=C(N)C=C1 (4-(α-Naphthoxy)-aniline). Reaction SMILES: O.[C:2]1([O:12][C:13]2[CH:18]=[CH:17][C:16]([N+:19]([O-])=O)=[CH:15][CH:14]=2)[C:11]2[C:6](=[CH:7][CH:8]=[CH:9][CH:10]=2)[CH:5]=[CH:4][CH:3]=1>[Fe].C(O)(=O)C>[C:2]1([O:12][C:13]2[CH:18]=[CH:17][C:16]([NH2:19])=[CH:15][CH:14]=2)[C:11]2[C:6](=[CH:7][CH:8]=[CH:9][CH:10]=2)[CH:5]=[CH:4][CH:3]=1. Reported procedure: A mixture of 1.5 liters of water, 40 ml of glacial acetic acid and 1.0 mol of 4-(α-naphthoxy)-nitrobenzene was heated to boiling while stirring. After the boiling temperature had been reached, 200 g of iron powder were added in small portions. When the addition was finished, it was refluxed for 6 hours, while stirring.